Dataset: the Open Reaction Database (ORD), a public repository of structured organic reaction records. Task: describe an organic reaction: reactants, conditions, products, and yield Starting materials: COc1ccc(F)cc1C1=CCCC1, CO. Product: COc1ccc(F)cc1C1CCCC1. As a reaction SMILES: [C:1]1([c:6]2[c:7]([O:13][CH3:14])[cH:8][cH:9][c:10]([F:12])[cH:11]2)=[CH:2][CH2:3][CH2:4][CH2:5]1.[CH3:15][OH:16]>>[CH:1]1([c:6]2[c:7]([O:13][CH3:14])[cH:8][cH:9][c:10]([F:12])[cH:11]2)[CH2:2][CH2:3][CH2:4][CH2:5]1. Reactants: N#Cc1cccc(Oc2cc(C(=O)O)cc(Oc3cccc(C#N)c3)n2)c1, O=C([O-])[O-], CN, Cl, [K+], [K+], [Li+], C1CCOC1, [OH-], O, O=S(Cl)Cl. Product: CNC(=O)c1cc(Oc2cccc(C#N)c2)nc(Oc2cccc(C#N)c2)c1. Reaction SMILES: [C:1](#[N:2])[c:3]1[cH:4][c:5]([O:6][c:7]2[n:8][c:9]([O:16][c:17]3[cH:18][c:19]([C:23]#[N:24])[cH:20][cH:21][cH:22]3)[cH:10][c:11]([C:13](=[O:14])[OH:15])[cH:12]2)[cH:25][cH:26][cH:27]1.[C:37](=[O:38])([O-:39])[O-:40].[CH3:35][NH2:36].[ClH:34].[K+:41].[K+:42].[Li+:28].[O:44]1[CH2:45][CH2:46][CH2:47][CH2:48]1.[OH-:29].[OH2:43].[S:30]([Cl:31])([Cl:32])=[O:33]>>[C:1](#[N:2])[c:3]1[cH:4][c:5]([O:6][c:7]2[n:8][c:9]([O:16][c:17]3[cH:18][c:19]([C:23]#[N:24])[cH:20][cH:21][cH:22]3)[cH:10][c:11]([C:13](=[O:14])[NH:36][CH3:35])[cH:12]2)[cH:25][cH:26][cH:27]1.